This data is from the Open Reaction Database (ORD), a public repository of structured organic reaction records. The task is: describe an organic reaction: reactants, conditions, products, and yield Reactants: BrC1=C(C=C(C=C1C)C(C)(C)C)C (2-bromo-5-tert-butyl-1,3-dimethylbenzene), O (H2O), Cl (HCl). Reagents/catalysts: Cl[Ni]Cl (NiCl2). Solvent: CN(C=O)C (N,N-dimethylformamide), CN(C=O)C (N,N-dimethylformamide). Conditions: time 0.5 hour. The product is ClC1=C(C=C(C=C1C)C(C)(C)C)C (2-chloro-5-tert-butyl-1,3-dimethylbenzene). As a reaction SMILES: Br[C:2]1[C:7]([CH3:8])=[CH:6][C:5]([C:9]([CH3:12])([CH3:11])[CH3:10])=[CH:4][C:3]=1[CH3:13].O.[ClH:15]>CN(C)C=O.Cl[Ni]Cl>[Cl:15][C:2]1[C:7]([CH3:8])=[CH:6][C:5]([C:9]([CH3:12])([CH3:11])[CH3:10])=[CH:4][C:3]=1[CH3:13]. Reported procedure: In a 500 mL round bottom flask 4.50 g of 2-bromo-5-tert-butyl-1,3-dimethylbenzene (18.6 mmol) and 9.50 g of NiCl2.6 H2O (40.0 mmol) were added. Then 30 mL of N,N-dimethylformamide was added to the flask, giving a blue-green solution. The flask was fitted with a condenser and was left to reflux with stirring. After 0.5 hours the solution was dark blue. After refluxing for 5 days the mixture was cooled to rt and then diluted with 25 mL of 2 M HCl. The aqueous phase was extracted with 40 mL of ethy... The reactants are Cc1ccccc1, O=C(CCCCl)Nc1ncccc1C(=O)c1cccs1, [H-], [Na+], O=C1CCCN1, O. Yields the product O=C(c1cccs1)c1cccnc1N1CCCC1=O. As a reaction SMILES: [CH3:30][c:31]1[cH:32][cH:33][cH:34][cH:35][cH:36]1.[Cl:9][CH2:10][CH2:11][CH2:12][C:13](=[O:14])[NH:15][c:16]1[n:17][cH:18][cH:19][cH:20][c:21]1[C:22]([c:23]1[cH:24][cH:25][cH:26][s:27]1)=[O:28].[H-:1].[Na+:2].[O:3]=[C:4]1[CH2:5][CH2:6][CH2:7][NH:8]1.[OH2:29]>>[CH2:10]1[CH2:11][CH2:12][C:13](=[O:14])[N:15]1[c:16]1[n:17][cH:18][cH:19][cH:20][c:21]1[C:22]([c:23]1[cH:24][cH:25][cH:26][s:27]1)=[O:28]. Reactants: C(C)(C)(C)OC(=O)N1C(C2(C(NC(CC2C2=CC(=CC=C2)Cl)=O)C2=C(C=CC(=C2)I)O[Si](C)(C)C(C)(C)C)C2=CC=C(C=C12)Cl)=O (Racemic (2′R,3R,4′S)-2′-[2-(tert-butyl-dimethylsilanyloxy)-5-iodo-phenyl]-6-chloro-4′-(3-chlorophenyl)-2,6′-dioxo-spiro[3H-indole-3,3′-piperidine]-1-carboxylic acid tert-butyl ester). The solvent is C(=O)(C(F)(F)F)O.C(Cl)Cl (TFA CH2Cl2). Conditions: time 2 hour. Product: ClC1=CC=C2C(=C1)NC(C21C(NC(CC1C1=CC(=CC=C1)Cl)=O)C1=C(C=CC(=C1)I)O)=O (racemic (2′R,3R,4′S)-6-chloro-4′-(3-chlorophenyl)-2′-[2-hydroxy-5-iodo-phenyl]spiro[3H-indole-3,3′-piperidine]-2,6′-dione). RXN SMILES: C(OC([N:8]1[C:44]2[C:39](=[CH:40][CH:41]=[C:42]([Cl:45])[CH:43]=2)[C:10]2([CH:15]([C:16]3[CH:21]=[CH:20][CH:19]=[C:18]([Cl:22])[CH:17]=3)[CH2:14][C:13](=[O:23])[NH:12][CH:11]2[C:24]2[CH:29]=[C:28]([I:30])[CH:27]=[CH:26][C:25]=2[O:31][Si](C(C)(C)C)(C)C)[C:9]1=[O:46])=O)(C)(C)C>C(O)(C(F)(F)F)=O.C(Cl)Cl>[Cl:45][C:42]1[CH:43]=[C:44]2[NH:8][C:9](=[O:46])[C:10]3([CH:15]([C:16]4[CH:21]=[CH:20][CH:19]=[C:18]([Cl:22])[CH:17]=4)[CH2:14][C:13](=[O:23])[NH:12][CH:11]3[C:24]3[CH:29]=[C:28]([I:30])[CH:27]=[CH:26][C:25]=3[OH:31])[C:39]2=[CH:40][CH:41]=1 |f:1.2|. Procedure: Racemic (2′R,3R,4′S)-2′-[2-(tert-butyl-dimethylsilanyloxy)-5-iodo-phenyl]-6-chloro-4′-(3-chlorophenyl)-2,6′-dioxo-spiro[3H-indole-3,3′-piperidine]-1-carboxylic acid tert-butyl ester (200 mg, 0.25 mmol) was dissolved in 30% TFA/CH2Cl2 (5 mL) and the solution was stirred at rt for 2 h. The solvent was removed and the residue was partioned between water and methylene chloride. The organic layer was separated and dried with sodium sulfate and concentrated. The residue was chromatographed to give a w... The reactants are Cc1ccc(S(=O)(=O)O)cc1, CO, COc1cc(C(=O)N2CCC3(CC2)Oc2ccc(Cl)cc2-n2cccc23)ccc1OCC1COC(C)(C)O1, O, O. Yields the product COc1cc(C(=O)N2CCC3(CC2)Oc2ccc(Cl)cc2-n2cccc23)ccc1OCC(O)CO. Reaction SMILES: [CH3:40][c:41]1[cH:42][cH:43][c:44]([S:45]([OH:46])(=[O:47])=[O:48])[cH:49][cH:50]1.[CH3:52][OH:53].[Cl:1][c:2]1[cH:3][c:4]2[c:5]([cH:37][cH:38]1)[O:6][C:7]1([c:8]3[n:9]-2[cH:10][cH:11][cH:12]3)[CH2:13][CH2:14][N:15]([C:18](=[O:19])[c:20]2[cH:21][c:22]([O:35][CH3:36])[c:23]([O:26][CH2:27][CH:28]3[O:29][C:30]([CH3:33])([CH3:34])[O:31][CH2:32]3)[cH:24][cH:25]2)[CH2:16][CH2:17]1.[OH2:39].[OH2:51]>>[Cl:1][c:2]1[cH:3][c:4]2[c:5]([cH:37][cH:38]1)[O:6][C:7]1([c:8]3[n:9]-2[cH:10][cH:11][cH:12]3)[CH2:13][CH2:14][N:15]([C:18](=[O:19])[c:20]2[cH:21][c:22]([O:35][CH3:36])[c:23]([O:26][CH2:27][CH:28]([OH:29])[CH2:32][OH:31])[cH:24][cH:25]2)[CH2:16][CH2:17]1.